From a dataset of the Open Reaction Database (ORD), a public repository of structured organic reaction records. describe an organic reaction: reactants, conditions, products, and yield Reactants: O=C([O-])[O-], CB1OB(C)OB(C)O1, COC(=O)c1cc(F)c(Cl)nc1Cl, [K+], [K+], O, c1ccc(P(c2ccccc2)(c2ccccc2)[Pd](P(c2ccccc2)(c2ccccc2)c2ccccc2)(P(c2ccccc2)(c2ccccc2)c2ccccc2)P(c2ccccc2)(c2ccccc2)c2ccccc2)cc1. Reaction SMILES: [C:23](=[O:24])([O-:25])[O-:26].[CH3:14][B:15]1[O:16][B:17]([CH3:18])[O:19][B:20]([CH3:21])[O:22]1.[CH3:1][O:2][C:3]([c:4]1[c:5]([Cl:12])[n:6][c:7]([Cl:11])[c:8]([F:10])[cH:9]1)=[O:13].[K+:27].[K+:28].[OH2:29].[cH:30]1[cH:31][cH:32][c:33]([P:34]([Pd:35]([P:36]([c:37]2[cH:38][cH:39][cH:40][cH:41][cH:42]2)([c:43]2[cH:44][cH:45][cH:46][cH:47][cH:48]2)[c:49]2[cH:50][cH:51][cH:52][cH:53][cH:54]2)([P:55]([c:56]2[cH:57][cH:58][cH:59][cH:60][cH:61]2)([c:62]2[cH:63][cH:64][cH:65][cH:66][cH:67]2)[c:68]2[cH:69][cH:70][cH:71][cH:72][cH:73]2)[P:74]([c:75]2[cH:76][cH:77][cH:78][cH:79][cH:80]2)([c:81]2[cH:82][cH:83][cH:84][cH:85][cH:86]2)[c:87]2[cH:88][cH:89][cH:90][cH:91][cH:92]2)([c:93]2[cH:94][cH:95][cH:96][cH:97][cH:98]2)[c:99]2[cH:100][cH:101][cH:102][cH:103][cH:104]2)[cH:105][cH:106]1>>[CH3:1][O:2][C:3]([c:4]1[c:5]([Cl:12])[n:6][c:7]([CH3:14])[c:8]([F:10])[cH:9]1)=[O:13]. Yields the product COC(=O)c1cc(F)c(C)nc1Cl.